This data is from the Open Reaction Database (ORD), a public repository of structured organic reaction records. The task is: describe an organic reaction: reactants, conditions, products, and yield Starting materials: Cc1cccc(C)c1N(C)C(C)CN1C(=O)c2ccccc2C1=O, CCO, NN, O. Yields the product Cc1cccc(C)c1N(C)C(C)CN. As a reaction SMILES: [C:4]1(=[O:5])[N:8]([CH2:9][CH:10]([CH3:11])[N:12]([c:13]2[c:14]([CH3:20])[cH:15][cH:16][cH:17][c:18]2[CH3:19])[CH3:21])[C:6](=[O:7])[c:22]2[cH:23][cH:24][cH:25][cH:26][c:27]21.[CH3:28][CH2:29][OH:30].[NH2:2][NH2:3].[OH2:1]>>[NH2:8][CH2:9][CH:10]([CH3:11])[N:12]([c:13]1[c:14]([CH3:20])[cH:15][cH:16][cH:17][c:18]1[CH3:19])[CH3:21]. Procedure: In a manner similar to that set forth in A, but substituting for acetic anhydride, the anhydrides or halides of propionic, butanoic, pentanoic, or hexanoic acid, the corresponding manoalide δ-lactone propionate, butanoate, pentanoate, and hexanoate are prepared. Reactants: C(C)(=O)OC(C)=O (acetic anhydride), anhydrides, halides, C(CCCCC)(=O)O (hexanoic acid). Yields the product manoalide δ-lactone propionate, C(CCC)(=O)[O-] (butanoate), C(CCCC)(=O)[O-] (pentanoate), C(CCCCC)(=O)[O-] (hexanoate). Reaction SMILES: C(OC(=O)C)(=O)C.[C:8]([OH:15])(=[O:14])[CH2:9][CH2:10][CH2:11][CH2:12][CH3:13]>>[C:8]([O-:15])(=[O:14])[CH2:9][CH2:10][CH3:11].[C:8]([O-:15])(=[O:14])[CH2:9][CH2:10][CH2:11][CH3:12].[C:8]([O-:15])(=[O:14])[CH2:9][CH2:10][CH2:11][CH2:12][CH3:13]. Starting materials: CC(C)CC12CCC3C4CCC(=O)C=C4CCC3C1CCC2O, O, O=C(Cl)CCc1ccccc1, c1ccccc1, c1ccncc1. Product: CC(C)CC12CCC3C4CCC(=O)C=C4CCC3C1CCC2OC(=O)CCc1ccccc1. Reaction SMILES: [CH2:12]([CH:13]([CH3:14])[CH3:15])[C:16]12[CH:17]([OH:34])[CH2:18][CH2:19][CH:20]1[CH:21]1[CH:22]([CH2:23][CH2:24]2)[CH:25]2[CH2:26][CH2:27][C:28](=[O:33])[CH:29]=[C:30]2[CH2:31][CH2:32]1.[OH2:35].[c:1]1([CH2:7][CH2:8][C:9](=[O:10])[Cl:11])[cH:2][cH:3][cH:4][cH:5][cH:6]1.[cH:36]1[cH:37][cH:38][cH:39][cH:40][cH:41]1.[cH:42]1[cH:43][cH:44][n:45][cH:46][cH:47]1>>[c:1]1([CH2:7][CH2:8][C:9](=[O:10])[O:34][CH:17]2[C:16]3([CH2:12][CH:13]([CH3:14])[CH3:15])[CH:20]([CH2:19][CH2:18]2)[CH:21]2[CH:22]([CH2:23][CH2:24]3)[CH:25]3[CH2:26][CH2:27][C:28](=[O:33])[CH:29]=[C:30]3[CH2:31][CH2:32]2)[cH:2][cH:3][cH:4][cH:5][cH:6]1. Reactants: [Al+3], [Cl-], [Cl-], [Cl-], O=C(Cl)CCl, Clc1ccccc1CN1CCC2SC=CC2C1, ClCCl. Yields the product O=C(CCl)C1=CC2CN(Cc3ccccc3Cl)CCC2S1. Reaction SMILES: [Al+3:24].[Cl-:23].[Cl-:25].[Cl-:26].[Cl:18][CH2:19][C:20](=[O:21])[Cl:22].[Cl:1][c:2]1[c:3]([CH2:4][N:5]2[CH2:6][CH:7]3[CH:8]([CH2:9][CH2:10]2)[S:11][CH:12]=[CH:13]3)[cH:14][cH:15][cH:16][cH:17]1.[Cl:27][CH2:28][Cl:29]>>[Cl:1][c:2]1[c:3]([CH2:4][N:5]2[CH2:6][CH:7]3[CH:8]([CH2:9][CH2:10]2)[S:11][C:12]([C:20]([CH2:19][Cl:18])=[O:21])=[CH:13]3)[cH:14][cH:15][cH:16][cH:17]1. The reactants are ClC1=CC=C(C=C1)S(=O)(=N)CC(=O)NC1=CC=CC=C1 (4-chloro-2-(phenylsulfonimidoyl)acetanilide), ( D ), N=[N+]=[N-] (hydrazoic acid), ClC1=CC=C(C=C1)S(=O)CC(=O)C1=CC=CC=C1 (4-chloro-2-(phenylsulfinyl)acetophenone), S(O)(O)(=O)=O (sulfuric acid). The solvent is C(Cl)(Cl)Cl (chloroform), C(Cl)(Cl)Cl (chloroform). Yields the product ClC1=CC2=C(N=C(NS2(C2=CC=CC=C2)=O)C)C=C1 (7-chloro-3-methyl-1-phenyl-1,2,4-benzothiadiazine-1-oxide). RXN SMILES: [Cl:1][C:2]1[CH:7]=CC(S(CC(C2C=CC=CC=2)=O)=O)=[CH:4][CH:3]=1.S(=O)(=O)(O)O.N=[N+]=[N-].Cl[C:28]1[CH:33]=[CH:32][C:31]([S:34]([CH2:37][C:38]([NH:40][C:41]2[CH:46]=CC=CC=2)=O)(=[NH:36])=[O:35])=[CH:30][CH:29]=1>C(Cl)(Cl)Cl>[Cl:1][C:2]1[CH:3]=[CH:4][C:38]2[N:40]=[C:41]([CH3:46])[NH:36][SH:34](=[O:35])([C:31]3[CH:30]=[CH:29][CH:28]=[CH:33][CH:32]=3)[C:37]=2[CH:7]=1. Procedure details: Following the procedure of (D) but using 83.8 g. (0.30 mole) of 4-chloro-2-(phenylsulfinyl)acetophenone, 500 ml. of chloroform, 250 ml. of concentrated sulfuric acid, and 472 ml. of a 1.4 N chloroform solution of hydrazoic acid, 79.7 g. of a mixture of 4-chloro-2-(phenylsulfonimidoyl)acetanilide and 7-chloro-3-methyl-1-phenyl-1,2,4-benzothiadiazine-1-oxide is obtained. This mixture is stirred and heated under reflux conditions in 450 ml. of 10% sodium hydroxide solution for 3.5 hours. After the ... Starting materials: Cc1ccc(S(=O)(=O)OCC2CCCN2C(=O)OC(C)(C)C)cc1, [H-], [Na+], CN(C)C=O, O=C(c1ccccc1)c1ccc(O)cc1. Yields the product CC(C)(C)OC(=O)N1CCCC1COc1ccc(C(=O)c2ccccc2)cc1. Reaction SMILES: [C:18]([CH3:19])([CH3:20])([CH3:21])[O:22][C:23](=[O:24])[N:25]1[CH:26]([CH2:30][O:31][S:32]([c:33]2[cH:34][cH:35][c:36]([CH3:37])[cH:38][cH:39]2)(=[O:40])=[O:41])[CH2:27][CH2:28][CH2:29]1.[H-:17].[Na+:16].[O:42]=[CH:43][N:44]([CH3:45])[CH3:46].[OH:1][c:2]1[cH:3][cH:4][c:5]([C:6](=[O:7])[c:8]2[cH:9][cH:10][cH:11][cH:12][cH:13]2)[cH:14][cH:15]1>>[O:1]([c:2]1[cH:3][cH:4][c:5]([C:6](=[O:7])[c:8]2[cH:9][cH:10][cH:11][cH:12][cH:13]2)[cH:14][cH:15]1)[CH2:30][CH:26]1[N:25]([C:23]([O:22][C:18]([CH3:19])([CH3:20])[CH3:21])=[O:24])[CH2:29][CH2:28][CH2:27]1. The reactants are C(O)([O-])=O.[Na+] (sodium hydrogencarbonate), C(CCCC)OC1=C2C(N(C(C2=CC=C1OCCCCC)=O)CCC1=CC=C(C=C1)[N+](=O)[O-])O (4,5-Dipentyloxy-3-hydroxy-2-[2-(4-nitrophenyl)ethyl]-2,3-dihydroisoindol-1-one), FC(C(=O)O)(F)F (Trifluoroacetic acid), C(C)[SiH](CC)CC (triethylsilane). Run in ClCCl (dichloromethane). Reaction conditions: time 10 minute. Yields the product C(CCCC)OC1=C2CN(C(C2=CC=C1OCCCCC)=O)CCC1=CC=C(C=C1)[N+](=O)[O-] (4,5-dipentyloxy-2-[2-(4-nitrophenyl)ethyl]-2,3-dihydroisoindol-1-one). The yield is 86.8%. RXN SMILES: [CH2:1]([O:6][C:7]1[C:15]([O:16][CH2:17][CH2:18][CH2:19][CH2:20][CH3:21])=[CH:14][CH:13]=[C:12]2[C:8]=1[CH:9](O)[N:10]([CH2:23][CH2:24][C:25]1[CH:30]=[CH:29][C:28]([N+:31]([O-:33])=[O:32])=[CH:27][CH:26]=1)[C:11]2=[O:22])[CH2:2][CH2:3][CH2:4][CH3:5].C([SiH](CC)CC)C.FC(F)(F)C(O)=O.C(=O)([O-])O.[Na+]>ClCCl>[CH2:1]([O:6][C:7]1[C:15]([O:16][CH2:17][CH2:18][CH2:19][CH2:20][CH3:21])=[CH:14][CH:13]=[C:12]2[C:8]=1[CH2:9][N:10]([CH2:23][CH2:24][C:25]1[CH:30]=[CH:29][C:28]([N+:31]([O-:33])=[O:32])=[CH:27][CH:26]=1)[C:11]2=[O:22])[CH2:2][CH2:3][CH2:4][CH3:5] |f:3.4|. Reported procedure: 4,5-Dipentyloxy-3-hydroxy-2-[2-(4-nitrophenyl)ethyl]-2,3-dihydroisoindol-1-one (1.04 g, 2.2 mmol, 1.0 eq) was dissolved in dichloromethane (20 ml), and triethylsilane (0.70 ml, 4.4 mmol, 2.0 eq) was added. The mixture was stirred for 10 minutes at room temperature. Trifluoroacetic acid (2.2 ml) was added dropwise thereto, and the mixture was further stirred for 4 hours. A saturated aqueous sodium hydrogencarbonate solution (40 ml) was added to this reaction mixture, and the mixture was extracted... The reactants are C#CCBr, CN(C)C=O, NS(=O)(=O)c1cc(C(=O)NNc2ccccc2)ccc1Cl. Product: CC#CN(NC(=O)c1ccc(Cl)c(S(N)(=O)=O)c1)c1ccccc1. RXN SMILES: [CH2:22]([C:23]#[CH:24])[Br:25].[CH3:26][N:27]([CH3:28])[CH:29]=[O:30].[c:1]1([NH:7][NH:8][C:9]([c:10]2[cH:11][c:12]([S:17]([NH2:18])(=[O:19])=[O:20])[c:13]([Cl:16])[cH:14][cH:15]2)=[O:21])[cH:2][cH:3][cH:4][cH:5][cH:6]1>>[c:1]1([N:7]([NH:8][C:9]([c:10]2[cH:11][c:12]([S:17]([NH2:18])(=[O:19])=[O:20])[c:13]([Cl:16])[cH:14][cH:15]2)=[O:21])[C:22]#[C:23][CH3:24])[cH:2][cH:3][cH:4][cH:5][cH:6]1. The reactants are ClC1=CC2=C(N=N1)CCCCCC2 (3-chloro-5,6,7,8,9,10-hexahydrocycloocta[c]pyridazine), CNN (methylhydrazine). Conditions: time 24 hour. Product: CN(N)C1=CC2=C(N=N1)CCCCCC2 (5,6,7,8,9,10-Hexahydro-3-(1-methylhydrazino) cycloocta[c]pyridazine). Reaction SMILES: Cl[C:2]1[N:7]=[N:6][C:5]2[CH2:8][CH2:9][CH2:10][CH2:11][CH2:12][CH2:13][C:4]=2[CH:3]=1.[CH3:14][NH:15][NH2:16]>>[CH3:14][N:15]([C:2]1[N:7]=[N:6][C:5]2[CH2:8][CH2:9][CH2:10][CH2:11][CH2:12][CH2:13][C:4]=2[CH:3]=1)[NH2:16]. Reported procedure: A suspension of 9.8 g of 3-chloro-5,6,7,8,9,10-hexahydrocycloocta[c]pyridazine in 50 cc of methylhydrazine is stirred in an oil bath of 45° for 24 hours. The material dissolves completely during heating. After the reaction is complete, the mixture is evaporated to dryness, and the crude crystalline title compound is recrystallized twice from ether. The title compound has a M.P. of 78°-79° (decomp.). Starting materials: CC=1C=CC(=C(CO)C1)NC (5-methyl-2-methylaminobenzyl alcohol), S(=O)(Cl)Cl (thionyl chloride). Solvent: C1=CC=CC=C1 (benzene). Product: Cl.CC=1C=CC(=C(CCl)C1)NC (5-Methyl-2-methylaminobenzyl chloride hydrochloride). The yield is 22.0%. Reaction SMILES: [CH3:1][C:2]1[CH:3]=[CH:4][C:5]([NH:10][CH3:11])=[C:6]([CH:9]=1)[CH2:7]O.S(Cl)([Cl:14])=O>C1C=CC=CC=1>[ClH:14].[CH3:1][C:2]1[CH:3]=[CH:4][C:5]([NH:10][CH3:11])=[C:6]([CH:9]=1)[CH2:7][Cl:14] |f:3.4|. Reported procedure: Ethyl 2-amino-5-methylbenzoate was treated with dimethylsulfuric acid to give a N-methylated product. The N-methylated product was reduced using lithium aluminum hydride to give 5-methyl-2-methylaminobenzyl alcohol. The obtained alcohol was reacted with thionyl chloride in benzene to give the desired compound, yield 22% (based on the amount of the starting benzoate).